Dataset: the Open Reaction Database (ORD), a public repository of structured organic reaction records. Task: describe an organic reaction: reactants, conditions, products, and yield Run in CC(=O)C (acetone), CC(=O)C (acetone), ClCCl (dichloromethane). Procedure: Ethyl 2,2-difluoro-3-(isopropylamino)propanoate (1.50 g, 7.68 mmol) was dissolved in acetone and K2CO3 (2.12 g, 15.3 mmol) was added. The solution was purged with nitrogen gas and cooled to 0° C. A solution of 2,4-dichloro-5-nitropyrimidine (1.64 g, 8.45 mmol) in acetone (10 mL) was added dropwise at 0° C. over 1 h. The reaction mixture was allowed to slowly warm to room temperature and stirred overnight. It was diluted with dichloromethane (50 mL) and filtered thru a celite plug. The filtrate w... Product: ClC1=NC=C(C(=N1)N(CC(C(=O)OCC)(F)F)C(C)C)[N+](=O)[O-] (Ethyl 3-((2-chloro-5-nitropyrimidin-4-yl)(isopropyl)amino)-2,2-difluoropropanoate). The reactants are ClC1=NC=C(C(=N1)Cl)[N+](=O)[O-] (2,4-dichloro-5-nitropyrimidine), C(=O)([O-])[O-].[K+].[K+] (K2CO3), FC(C(=O)OCC)(CNC(C)C)F (Ethyl 2,2-difluoro-3-(isopropylamino)propanoate). Conditions: temperature 0 celsius, time 8 hour. As a reaction SMILES: [F:1][C:2]([F:13])([CH2:8][NH:9][CH:10]([CH3:12])[CH3:11])[C:3]([O:5][CH2:6][CH3:7])=[O:4].C([O-])([O-])=O.[K+].[K+].[Cl:20][C:21]1[N:26]=[C:25](Cl)[C:24]([N+:28]([O-:30])=[O:29])=[CH:23][N:22]=1>CC(C)=O.ClCCl>[Cl:20][C:21]1[N:26]=[C:25]([N:9]([CH:10]([CH3:12])[CH3:11])[CH2:8][C:2]([F:13])([F:1])[C:3]([O:5][CH2:6][CH3:7])=[O:4])[C:24]([N+:28]([O-:30])=[O:29])=[CH:23][N:22]=1 |f:1.2.3|. The yield is 72.4%. Starting materials: CC1(OB(OC1(C)C)C1=C(C=O)C=C(C=C1)C(F)(F)F)C (2-(4,4,5,5-Tetramethyl-[1,3,2]dioxaborolan-2-yl)-5-trifluoromethyl-benzaldehyde), CCOC(=O)C (EtOAc), BrC=1C(=NC=C(C1)Br)OC (3,5-dibromo-2-methoxy-pyridine), C([O-])([O-])=O.[K+].[K+] (potassium carbonate). The reagents and catalysts are Cl[Pd]([P](C1=CC=CC=C1)(C2=CC=CC=C2)C3=CC=CC=C3)([P](C4=CC=CC=C4)(C5=CC=CC=C5)C6=CC=CC=C6)Cl (dichlorobis(triphenylphosphine)palladium(II)). Run in COCCOC (DME), [Cl-].[Na+].O (brine), O (H2O). Reaction conditions: temperature 85 celsius, time 8 hour. Product: BrC=1C=C(C(=NC1)OC)C1=C(C=O)C=C(C=C1)C(F)(F)F (2-(5-bromo-2-methoxy-pyridin-3-yl)-5-trifluoromethyl-benzaldehyde). As a reaction SMILES: CC1(C)C(C)(C)OB([C:9]2[CH:16]=[CH:15][C:14]([C:17]([F:20])([F:19])[F:18])=[CH:13][C:10]=2[CH:11]=[O:12])O1.Br[C:23]1[C:24]([O:30][CH3:31])=[N:25][CH:26]=[C:27]([Br:29])[CH:28]=1.C(=O)([O-])[O-].[K+].[K+].CCOC(C)=O>COCCOC.O.[Cl-].[Na+].O.Cl[Pd](Cl)([P](C1C=CC=CC=1)(C1C=CC=CC=1)C1C=CC=CC=1)[P](C1C=CC=CC=1)(C1C=CC=CC=1)C1C=CC=CC=1>[Br:29][C:27]1[CH:28]=[C:23]([C:9]2[CH:16]=[CH:15][C:14]([C:17]([F:18])([F:19])[F:20])=[CH:13][C:10]=2[CH:11]=[O:12])[C:24]([O:30][CH3:31])=[N:25][CH:26]=1 |f:2.3.4,8.9.10,^1:56,75|. Procedure: 2-(4,4,5,5-Tetramethyl-[1,3,2]dioxaborolan-2-yl)-5-trifluoromethyl-benzaldehyde (1.59 g, 4.4 mmol), 3,5-dibromo-2-methoxy-pyridine (1.19 g, 4.4 mmol), and potassium carbonate (2.17 g, 15.6 mmol) were combined in DME (13 mL) and H2O (6 mL). The solution was purged with N2 for 30 minutes, and dichlorobis(triphenylphosphine)palladium(II) (0.156 g, 0.22 mmol) was added. The reaction was stirred at 85° C. overnight, and then cooled to room temperature and worked-up with EtOAc and brine. The combined ... Reactants: Cc1coc2c1C(=O)CC(c1ccccc1)C2, CCO, Cl, Cl, N=C(N)NN, O. The product is Cc1coc2c1C(=NNC(=N)N)CC(c1ccccc1)C2, Cl. As a reaction SMILES: [CH3:1][c:2]1[cH:3][o:4][c:5]2[c:6]1[C:7](=[O:17])[CH2:8][CH:9]([c:11]1[cH:12][cH:13][cH:14][cH:15][cH:16]1)[CH2:10]2.[CH3:26][CH2:27][OH:28].[ClH:18].[ClH:24].[NH2:19][NH:20][C:21](=[NH:22])[NH2:23].[OH2:25]>>[CH3:1][c:2]1[cH:3][o:4][c:5]2[c:6]1[C:7](=[N:19][NH:20][C:21](=[NH:22])[NH2:23])[CH2:8][CH:9]([c:11]1[cH:12][cH:13][cH:14][cH:15][cH:16]1)[CH2:10]2.[ClH:18]. The reactants are [BH4-].[Na+] (sodium borohydride), C(C=C)C1S(C(C(=N[C@]1(C)C1=C(C=CC(=C1)[N+](=O)[O-])F)N(C(OC(C)(C)C)=O)C(=O)OC(C)(C)C)(C)C)(=O)=O (tert-butyl N-[(3R)-2-allyl-3-(2-fluoro-5-nitro-phenyl)-3,6,6-trimethyl-1,1-dioxo-2H-1,4-thiazin-5-yl]-N-tert-butoxycarbonyl-carbamate), C([O-])(O)=O.[Na+] (sodium bicarbonate), C(Cl)Cl (DCM). Solvent: CO (MeOH). Conditions: time 10 minute. Product: C(C)(C)(C)OC(=O)N(C(OC(C)(C)C)=O)C1=N[C@](C(S(C1(C)C)(=O)=O)CCO)(C)C1=C(C=CC(=C1)[N+](=O)[O-])F (tert-butyl N-tert-butoxycarbonyl-N-[(3R)-3-(2-fluoro-5-nitro-phenyl)-2-(2-hydroxyethyl)-3,6,6-trimethyl-1,1-dioxo-2H-1,4-thiazin-5-yl]carbamate). Isolated yield 100.3%. Reaction SMILES: [CH2:1]([CH:4]1[C@:9]([C:11]2[CH:16]=[C:15]([N+:17]([O-:19])=[O:18])[CH:14]=[CH:13][C:12]=2[F:20])([CH3:10])[N:8]=[C:7]([N:21]([C:29]([O:31][C:32]([CH3:35])([CH3:34])[CH3:33])=[O:30])[C:22](=[O:28])[O:23][C:24]([CH3:27])([CH3:26])[CH3:25])[C:6]([CH3:37])([CH3:36])[S:5]1(=[O:39])=[O:38])[CH:2]=C.C(=O)(O)[O-:41].[Na+].C(Cl)Cl.[BH4-].[Na+]>CO>[C:24]([O:23][C:22]([N:21]([C:7]1[C:6]([CH3:37])([CH3:36])[S:5](=[O:38])(=[O:39])[CH:4]([CH2:1][CH2:2][OH:41])[C@:9]([C:11]2[CH:16]=[C:15]([N+:17]([O-:19])=[O:18])[CH:14]=[CH:13][C:12]=2[F:20])([CH3:10])[N:8]=1)[C:29](=[O:30])[O:31][C:32]([CH3:34])([CH3:33])[CH3:35])=[O:28])([CH3:25])([CH3:26])[CH3:27] |f:1.2,4.5|. Reported procedure: A 3-necked round bottom flask equipped with a mechanical stirrer, Claisen adapter with thermocouple and a nitrogen inlet was charged with tert-butyl N-[(3R)-2-allyl-3-(2-fluoro-5-nitro-phenyl)-3,6,6-trimethyl-1,1-dioxo-2H-1,4-thiazin-5-yl]-N-tert-butoxycarbonyl-carbamate (4.00 g, 7.02 mmol, 2.85:1 ratio of diastereomers), sodium bicarbonate (1.180 g, 14.04 mmol), DCM (30 mL) and MeOH (10.00 mL), and the resulting solution was cooled to Tinternal<−65+/−1° C. Ozone was bubbled through the reaction... The reactants are [N+](=O)([O-])C1=C(C=O)C=CC=C1 (2-nitrobenzaldehyde), O (water), COC1=C(C=CC=C1)CC(=O)O (2-methoxyphenylacetic acid), C(C)(C)N(CC)C(C)C (diisopropylethylamine). Run in C(C)(=O)OC(C)=O (acetic anhydride). Reaction conditions: temperature 60 celsius, time 2 hour. Product: COC1=C(C=CC=C1)C(C(=O)O)=CC1=C(C=CC=C1)[N+](=O)[O-] (2-(2-Methoxyphenyl)-3-(2-nitrophenyl)-2-propenoic acid). The yield is 78.2%. As a reaction SMILES: [N+:1]([C:4]1[CH:11]=[CH:10][CH:9]=[CH:8][C:5]=1[CH:6]=O)([O-:3])=[O:2].[CH3:12][O:13][C:14]1[CH:19]=[CH:18][CH:17]=[CH:16][C:15]=1[CH2:20][C:21]([OH:23])=[O:22].C(N(C(C)C)CC)(C)C.O>C(OC(=O)C)(=O)C>[CH3:12][O:13][C:14]1[CH:19]=[CH:18][CH:17]=[CH:16][C:15]=1[C:20](=[CH:6][C:5]1[CH:8]=[CH:9][CH:10]=[CH:11][C:4]=1[N+:1]([O-:3])=[O:2])[C:21]([OH:23])=[O:22]. Procedure details: 25 g of 2-nitrobenzaldehyde, 28 g of 2-methoxyphenylacetic acid and 0.16 mol of diisopropylethylamine are boiled under reflux in 90 ml of acetic anhydride under nitrogen for 8 hours. After cooling to 60° C. , the mixture is poured onto 200 ml of hot water. The mixture is stirred for a further 2 hours, while cooling, and the product is filtered off with suction and washed with a little cold ethanol. Recrystallization from ethanol gives 38.7 g of the title compound of melting point 217°-219° C.